Dataset: the Open Reaction Database (ORD), a public repository of structured organic reaction records. Task: describe an organic reaction: reactants, conditions, products, and yield Reactants: ClC1=NOC(=N1)C1CN(CC(C1)C1=CC=C(C=C1)C(F)(F)F)C(=O)N1CCOCC1 ({3-(3-Chloro-1,2,4-oxadiazol-5-yl)-5-[4-(trifluoromethyl)phenyl]piperidin-1-yl}(morpholin-4-yl)methanone), C(C)(C)N (isopropylamine), C(C)(C)N (isopropylamine). The solvent is C(C)O (ethanol). Reaction conditions: time 2 hour. Product: C(C)(C)NC1=NOC(=N1)C1CN(CC(C1)C1=CC=C(C=C1)C(F)(F)F)C(=O)N1CCOCC1 ({3-[3-(Isopropylamino)-1,2,4-oxadiazol-5-yl]-5-[4-(trifluoromethyl)phenyl]piperidin-1-yl}-(morpholin-4-yl)methanone). Reaction SMILES: Cl[C:2]1[N:6]=[C:5]([CH:7]2[CH2:12][CH:11]([C:13]3[CH:18]=[CH:17][C:16]([C:19]([F:22])([F:21])[F:20])=[CH:15][CH:14]=3)[CH2:10][N:9]([C:23]([N:25]3[CH2:30][CH2:29][O:28][CH2:27][CH2:26]3)=[O:24])[CH2:8]2)[O:4][N:3]=1.[CH:31]([NH2:34])([CH3:33])[CH3:32]>C(O)C>[CH:31]([NH:34][C:2]1[N:6]=[C:5]([CH:7]2[CH2:12][CH:11]([C:13]3[CH:18]=[CH:17][C:16]([C:19]([F:22])([F:21])[F:20])=[CH:15][CH:14]=3)[CH2:10][N:9]([C:23]([N:25]3[CH2:30][CH2:29][O:28][CH2:27][CH2:26]3)=[O:24])[CH2:8]2)[O:4][N:3]=1)([CH3:33])[CH3:32]. Procedure: To a solution of 100 mg (0.225 mmol) of the oxadiazole from Example 23A in 1.5 ml of ethanol were added 266 mg (4.50 mmol) of isopropylamine, and then the reaction mixture was stirred in the microwave at 80 for 2 h. Another 266 mg (4.50 mmol) of isopropylamine were added and the mixture was stirred in the microwave at 80° C. for a further 2 h. The solvent was removed under reduced pressure and the crude product was purified by means of preparative HPLC. Yield: 69.0 mg (66% of theory) Starting materials: [N+](=O)([O-])C1=C(OC=2C=C(OC(C)C3=NN=NN3)C=CC2)C=CC=C1 (5-[1-[3-(2-nitrophenoxy)phenoxy]ethyl]-1H-tetrazole). Reagents/catalysts: [C].[Pd] (palladium-carbon). Run in C(C)O (ethanol). Product: N1N=NN=C1C(C)OC=1C=C(OC2=C(N)C=CC=C2)C=CC1 (2-[3-[1-(1H-Tetrazol-5-yl)ethoxy]phenoxy]aniline). As a reaction SMILES: [N+:1]([C:4]1[CH:24]=[CH:23][CH:22]=[CH:21][C:5]=1[O:6][C:7]1[CH:8]=[C:9]([CH:18]=[CH:19][CH:20]=1)[O:10][CH:11]([C:13]1[NH:17][N:16]=[N:15][N:14]=1)[CH3:12])([O-])=O>C(O)C.[C].[Pd]>[NH:17]1[C:13]([CH:11]([O:10][C:9]2[CH:8]=[C:7]([CH:20]=[CH:19][CH:18]=2)[O:6][C:5]2[CH:21]=[CH:22][CH:23]=[CH:24][C:4]=2[NH2:1])[CH3:12])=[N:14][N:15]=[N:16]1 |f:2.3|. Procedure details: In 30 ml of ethanol was dissolved 5-[1-[3-(2-nitrophenoxy)phenoxy]ethyl]-1H-tetrazole and catalytic hydrogenation was carried out in the presence of 0.3 g of palladium-carbon at atmospheric temperature and pressure. After the reaction, the catalyst was filtered off and the filtrate was concentrated to give 2.1 g of the title compound as a brown oil.